This data is from the Open Reaction Database (ORD), a public repository of structured organic reaction records. The task is: describe an organic reaction: reactants, conditions, products, and yield Reactants: ClCCl, CO, Cl, CC(NC(=O)Cc1cc(F)cc(F)c1)C(=O)O, COC(=O)C(N)Cc1cccc2ccccc12. The product is COC(=O)C(Cc1cccc2ccccc12)NC(=O)C(C)NC(=O)Cc1cc(F)cc(F)c1. RXN SMILES: [CH2:38]([Cl:39])[Cl:40].[CH3:36][OH:37].[ClH:18].[F:1][c:2]1[cH:3][c:4]([CH2:9][C:10](=[O:11])[NH:12][CH:13]([CH3:14])[C:15](=[O:16])[OH:17])[cH:5][c:6]([F:8])[cH:7]1.[NH2:19][CH:20]([C:21](=[O:22])[O:23][CH3:24])[CH2:25][c:26]1[cH:27][cH:28][cH:29][c:30]2[cH:31][cH:32][cH:33][cH:34][c:35]12>>[F:1][c:2]1[cH:3][c:4]([CH2:9][C:10](=[O:11])[NH:12][CH:13]([CH3:14])[C:15](=[O:17])[NH:19][CH:20]([C:21](=[O:22])[O:23][CH3:24])[CH2:25][c:26]2[cH:27][cH:28][cH:29][c:30]3[cH:31][cH:32][cH:33][cH:34][c:35]23)[cH:5][c:6]([F:8])[cH:7]1. Starting materials: C(C)OC(NC1=C(C=C(C=C1)S(=O)(=O)Cl)[N+](=O)[O-])=O ((4-chlorosulfonyl-2-nitro-phenyl)-carbamic acid ethyl ester), C(C)(C)N(CC)C(C)C (diisopropylethylamine), C(C1=CC=CC=C1)N (benzylamine). Run in ClCCl (dichloromethane). Run at time 12 hour. Product: C(C)OC(NC1=C(C=C(C=C1)S(NCC1=CC=CC=C1)(=O)=O)[N+](=O)[O-])=O ((4-Benzylsulfamoyl-2-nitro-phenyl)-carbamic acid ethyl ester). Reaction SMILES: [CH2:1]([O:3][C:4](=[O:19])[NH:5][C:6]1[CH:11]=[CH:10][C:9]([S:12](Cl)(=[O:14])=[O:13])=[CH:8][C:7]=1[N+:16]([O-:18])=[O:17])[CH3:2].C(N(C(C)C)CC)(C)C.[CH2:29]([NH2:36])[C:30]1[CH:35]=[CH:34][CH:33]=[CH:32][CH:31]=1>ClCCl>[CH2:1]([O:3][C:4](=[O:19])[NH:5][C:6]1[CH:11]=[CH:10][C:9]([S:12](=[O:14])(=[O:13])[NH:36][CH2:29][C:30]2[CH:35]=[CH:34][CH:33]=[CH:32][CH:31]=2)=[CH:8][C:7]=1[N+:16]([O-:18])=[O:17])[CH3:2]. Procedure details: To a stirred solution of (4-chlorosulfonyl-2-nitro-phenyl)-carbamic acid ethyl ester (2 g, Reference Example 63) in dichloromethane (50 ml) at 0° C., under a nitrogen atmosphere, was added diisopropylethylamine (2.71 ml) and benzylamine (0.850 ml). The reaction was warmed to ambient temperature and stirred for 12 hours. The reaction mixture was then washed with water (2×20 ml) and brine (2×20 ml), dried over magnesium sulfate, filtered and the filtrate concentrated in vacuo to give the title com...